This data is from the Open Reaction Database (ORD), a public repository of structured organic reaction records. The task is: describe an organic reaction: reactants, conditions, products, and yield Starting materials: C(C)(C)(C)C=1C=C(CSCC2=CC(=C(C(=C2)C(C)(C)C)O)C(C)(C)C)C=C(C1O)C(C)(C)C (di(3,5-di-tert-butyl-4-hydroxybenzyl) sulfide), 1,3,5-tris (3,5-di-tertbutyl-4-hydroxybenzyl)isocyanurate, 1,3,5-tris(4-tertbutyl-3-hydroxy-2,6-dimethylbenzyl) isocyanurate, C(CCCCC(C)C)OC(CSCC1=CC(=C(C(=C1)C(C)(C)C)O)C(C)(C)C)=O (3,5-di-tert-butyl-4-hydroxybenzylmercaptoacetic acid isooctyl ester), C(C1=CC=C(C(=S)OCC2=C(C(=C(C=C2C)C(C)(C)C)O)C)C=C1)(=S)OCC1=C(C(=C(C=C1C)C(C)(C)C)O)C (bis(4-tert-butyl-3-hydroxy-2,6-dimethylbenzyl) dithioterephthalate), [Ca+2].C(C)OP([O-])(=O)CC1=CC(=C(C(=C1)C(C)(C)C)O)C(C)(C)C.C(CCCCCCCCCCCCCCCCC)OP(OCCCCCCCCCCCCCCCCCC)(=O)CC1=CC(=C(C(=C1)C(C)(C)C)O)C(C)(C)C.C(C)(C)(C)C=1C=C(CP(OCC)([O-])=O)C=C(C1O)C(C)(C)C (3,5-di-tert-butyl-4-hydroxybenzylphosphonic acid dioctadecyl ester 3,5-di-tert-butyl-4-hydroxybenzylphosphonic acid monoethyl ester calcium salt). The product is C(C)(C)(C)C=1C=C(CC2=C(C(=C(C(=C2C)CC2=CC(=C(C(=C2)C(C)(C)C)O)C(C)(C)C)C)CC2=CC(=C(C(=C2)C(C)(C)C)O)C(C)(C)C)C)C=C(C1O)C(C)(C)C (1,3,5-tris (3,5-di-tert-butyl-4-hydroxybenzyl)-2,4,6-trimethylbenzene). As a reaction SMILES: C(C1C=C(C=C(C(C)(C)C)C=1O)CS[CH2:10][C:11]1[CH:16]=[C:15]([C:17]([CH3:20])([CH3:19])[CH3:18])[C:14]([OH:21])=[C:13]([C:22]([CH3:25])([CH3:24])[CH3:23])[CH:12]=1)(C)(C)C.C(OC(=O)CS[CH2:46][C:47]1[CH:52]=[C:51]([C:53]([CH3:56])([CH3:55])[CH3:54])[C:50]([OH:57])=[C:49]([C:58]([CH3:61])([CH3:60])C)[CH:48]=1)CCCCC(C)C.C(OCC1C(C)=CC(C(C)(C)C)=C(O)C=1C)(=S)C1C=CC(C(OC[C:72]2[C:77]([CH3:78])=[CH:76][C:75]([C:79](C)(C)C)=[C:74](O)[C:73]=2[CH3:84])=S)=CC=1.[Ca+2].C(OP([CH2:110][C:111]1[CH:116]=[C:115]([C:117]([CH3:120])([CH3:119])[CH3:118])[C:114]([OH:121])=[C:113]([C:122]([CH3:125])([CH3:124])[CH3:123])[CH:112]=1)(=O)[O-])C.[CH2:126](OP(CC1C=C(C(C)(C)C)C(O)=C(C(C)(C)C)C=1)(=O)OCCCCCCCCCCCCCCCCCC)CCCCCCCCCCCCCCCCC.C(C1C=C(C=C(C(C)(C)C)C=1O)CP(=O)([O-])OCC)(C)(C)C>>[C:17]([C:15]1[CH:16]=[C:11]([CH:12]=[C:13]([C:22]([CH3:23])([CH3:25])[CH3:24])[C:14]=1[OH:21])[CH2:10][C:72]1[C:77]([CH3:78])=[C:76]([CH2:110][C:111]2[CH:112]=[C:113]([C:122]([CH3:124])([CH3:125])[CH3:123])[C:114]([OH:121])=[C:115]([C:117]([CH3:120])([CH3:119])[CH3:118])[CH:116]=2)[C:75]([CH3:79])=[C:74]([CH2:46][C:47]2[CH:48]=[C:49]([C:58]([CH3:60])([CH3:61])[CH3:126])[C:50]([OH:57])=[C:51]([C:53]([CH3:55])([CH3:56])[CH3:54])[CH:52]=2)[C:73]=1[CH3:84])([CH3:20])([CH3:18])[CH3:19] |f:3.4.5.6|. Procedure: di(3,5-di-tert-butyl-4-hydroxybenzyl) sulfide; 3,5-di-tert-butyl-4-hydroxybenzylmercaptoacetic acid isooctyl ester; bis(4-tert-butyl-3-hydroxy-2,6-dimethylbenzyl) dithioterephthalate; 1,3,5-tris (3,5-di-tertbutyl-4-hydroxybenzyl)isocyanurate; 1,3,5-tris(4-tertbutyl-3-hydroxy-2,6-dimethylbenzyl) isocyanurate; 3,5-di-tert-butyl-4-hydroxybenzylphosphonic acid dioctadecyl ester 3,5-di-tert-butyl-4-hydroxybenzylphosphonic acid monoethyl ester calcium salt.